From a dataset of the Open Reaction Database (ORD), a public repository of structured organic reaction records. describe an organic reaction: reactants, conditions, products, and yield The reactants are C[Si](OC(C)(C#C)C)(C)C (trimethyl(2-methylbut-3-yn-2-yloxy)silane), CC1(OBOC1(C)C)C (4,4,5,5-tetramethyl-1,3,2-dioxaborolane), 9-BBN dimer. The solvent is O1CCCC1 (tetrahydrofuran). Conditions: temperature 60 celsius. Product: C[Si](OC(C)(\C=C\B1OC(C(O1)(C)C)(C)C)C)(C)C ((E)-trimethyl(2-methyl-4-(4,4,5,5-tetramethyl-1,3,2-dioxaborolan-2-yl)but-3-en-2-yloxy)silane). Yield: 22.0%. As a reaction SMILES: [CH3:1][Si:2]([CH3:10])([CH3:9])[O:3][C:4]([CH3:8])([C:6]#[CH:7])[CH3:5].[CH3:11][C:12]1([CH3:19])[C:16]([CH3:18])([CH3:17])[O:15][BH:14][O:13]1.C12CCCC(CCC1)B12[H]B2(C3CCCC2CCC3)[H]1>O1CCCC1>[CH3:1][Si:2]([CH3:10])([CH3:9])[O:3][C:4]([CH3:8])(/[CH:6]=[CH:7]/[B:14]1[O:15][C:16]([CH3:18])([CH3:17])[C:12]([CH3:19])([CH3:11])[O:13]1)[CH3:5]. Procedure: To a solution of trimethyl(2-methylbut-3-yn-2-yloxy)silane (1.5 g, 9.6 mmol) in tetrahydrofuran (15 mL) was added 4,4,5,5-tetramethyl-1,3,2-dioxaborolane (2.79 mL, 19.2 mmol), followed by 9-BBN dimer (0.117 g, 0.480 mmol). The mixture was heated at 60° C. for 24 hours, then cooled to ambient temperature and quenched by the careful addition of saturated aqueous ammonium chloride solution. The mixture was extracted with ethyl acetate (2×15 mL). The organics were combined, dried (Na2SO4), filtered,... Starting materials: C(C)(C)(C)OC(NCC=1N=NN(C1)CC1=NC(=CC=C1)Br)=O (tert-Butyl({1-[(6-bromopyridin-2-yl)methyl]-1H-1,2,3-triazol-4-yl}methyl)carbamate), NC=1SC(=CC1C(=O)N)C1=C(C=C(C=C1F)C(C)(C)O)F (2-amino-5-[2,6-difluoro-4-(1-hydroxy-1-methylethyl)phenyl]thiophene-3-carboxamide). The product is C(C)(C)(C)OC(NCC=1N=NN(C1)CC1=NC(=CC=C1)NC=1SC(=CC1C(=O)N)C1=C(C=C(C=C1F)C(C)(C)O)F)=O (tert-Butyl[(1-{[6-({3-(aminocarbonyl)-5-[2,6-difluoro-4-(1-hydroxy-1-methylethyl)phenyl]-2-thienyl}amino)pyridin-2-yl]methyl}-1H-1,2,3-triazol-4-yl)methyl]carbamate). RXN SMILES: [C:1]([O:5][C:6](=[O:22])[NH:7][CH2:8][C:9]1[N:10]=[N:11][N:12]([CH2:14][C:15]2[CH:20]=[CH:19][CH:18]=[C:17](Br)[N:16]=2)[CH:13]=1)([CH3:4])([CH3:3])[CH3:2].[NH2:23][C:24]1[S:25][C:26]([C:32]2[C:37]([F:38])=[CH:36][C:35]([C:39]([OH:42])([CH3:41])[CH3:40])=[CH:34][C:33]=2[F:43])=[CH:27][C:28]=1[C:29]([NH2:31])=[O:30]>>[C:1]([O:5][C:6](=[O:22])[NH:7][CH2:8][C:9]1[N:10]=[N:11][N:12]([CH2:14][C:15]2[CH:20]=[CH:19][CH:18]=[C:17]([NH:23][C:24]3[S:25][C:26]([C:32]4[C:33]([F:43])=[CH:34][C:35]([C:39]([OH:42])([CH3:40])[CH3:41])=[CH:36][C:37]=4[F:38])=[CH:27][C:28]=3[C:29]([NH2:31])=[O:30])[N:16]=2)[CH:13]=1)([CH3:4])([CH3:3])[CH3:2]. Procedure details: The title compound was prepared according to the procedure in Example 1 using tert-Butyl({1-[(6-bromopyridin-2-yl)methyl]-1H-1,2,3-triazol-4-yl}methyl)carbamate (147 mg, 0.40 mmol) and 2-amino-5-[2,6-difluoro-4-(1-hydroxy-1-methylethyl)phenyl]thiophene-3-carboxamide (125 mg, 0.40 mmol) as the starting materials. Reactants: Cn1cnc(S(=O)(=O)NCCCN2CCOCC2)c1Cl, Cl, O. Product: Cn1cnc(S(=O)(=O)NCCCN2CCOCC2)c1. Reaction SMILES: [Cl:2][c:3]1[c:4]([S:9](=[O:10])(=[O:11])[NH:12][CH2:13][CH2:14][CH2:15][N:16]2[CH2:17][CH2:18][O:19][CH2:20][CH2:21]2)[n:5][cH:6][n:7]1[CH3:8].[ClH:1].[OH2:22]>>[cH:3]1[c:4]([S:9](=[O:10])(=[O:11])[NH:12][CH2:13][CH2:14][CH2:15][N:16]2[CH2:17][CH2:18][O:19][CH2:20][CH2:21]2)[n:5][cH:6][n:7]1[CH3:8]. The reactants are BrC1=CC=C(C=N1)C(CO)O (1-(6-bromopyridin-3-yl)ethane-1,2-diol), C1(=CC=C(C=C1)S(=O)(=O)[O-])C.[NH+]1=CC=CC=C1 (pyridinium p-toluenesulfonate). Run in C(C)(=O)OCC (ethyl acetate), CC(=O)C (acetone). Product: BrC1=NC=C(C=C1)C1OC(OC1)(C)C (2-bromo-5-(2,2-dimethyl-1,3-dioxolan-4-yl)pyridine). The yield is 267.4%. RXN SMILES: [Br:1][C:2]1[N:7]=[CH:6][C:5]([CH:8]([OH:11])[CH2:9][OH:10])=[CH:4][CH:3]=1.[C:12]1(C)[CH:17]=CC(S([O-])(=O)=O)=C[CH:13]=1.[NH+]1C=CC=CC=1>CC(C)=O.C(OCC)(=O)C>[Br:1][C:2]1[CH:3]=[CH:4][C:5]([CH:8]2[CH2:9][O:10][C:12]([CH3:17])([CH3:13])[O:11]2)=[CH:6][N:7]=1 |f:1.2|. Procedure: To a solution of 1-(6-bromopyridin-3-yl)ethane-1,2-diol (4.20 g) in acetone (80 mL) was added pyridinium p-toluenesulfonate (1.50 g), and the mixture was stirred with heating under reflux for 3 hr. The reaction mixture was diluted with ethyl acetate and washed with water. The ethyl acetate layer was washed with saturated brine, dried (MgSO4) and concentrated to give the title compound (4.12 g, yield 72%) as a pale-yellow solid. MS: 260 (MH+). Starting materials: N (ammonia), N1=CC=CC=C1 (pyridine), FC1=C(C=C(C(=O)O)C=C1)S(N)(=O)=O (4-fluoro-3-sulphamoylbenzoic acid). The solvent is S(=O)(Cl)Cl (thionyl chloride). Run at time 1 hour. Product: FC1=C(C=C(C(=O)N)C=C1)S(N)(=O)=O (4-fluoro-3-sulphamoylbenzamide). Reaction SMILES: [F:1][C:2]1[CH:10]=[CH:9][C:5]([C:6](O)=[O:7])=[CH:4][C:3]=1[S:11](=[O:14])(=[O:13])[NH2:12].N.[N:16]1C=CC=CC=1>S(Cl)(Cl)=O>[F:1][C:2]1[CH:10]=[CH:9][C:5]([C:6]([NH2:16])=[O:7])=[CH:4][C:3]=1[S:11](=[O:14])(=[O:13])[NH2:12]. Reported procedure: A solution of 4-fluoro-3-sulphamoylbenzoic acid (5.4 mmol) in thionyl chloride (10 mL) is refluxed for 4 hours. The reagent is then removed by distillation under reduced pressure and the residue is re-dissolved in dry toluene (10 mL). The solvent is removed by distillation under reduced pressure. This operation is repeated twice, and then the residue is dissolved in dry dioxane (10 mL), and ammonia (6 mmol) and pyridine (6 mmol) are added. After one hour, the solvent is removed under reduced pre... Reactants: OC1CCCC=C1Cl, N#CC(Cl)(Cl)Cl. The product is N=C(OC1CCCC=C1Cl)C(Cl)(Cl)Cl. As a reaction SMILES: [Cl:1][C:2]1=[CH:7][CH2:6][CH2:5][CH2:4][CH:3]1[OH:8].[Cl:9][C:10]([C:11]#[N:12])([Cl:13])[Cl:14]>>[Cl:1][C:2]1=[CH:7][CH2:6][CH2:5][CH2:4][CH:3]1[O:8][C:11]([C:10]([Cl:9])([Cl:13])[Cl:14])=[NH:12]. Procedure: A mixture of compound 162 (13.9 g, 41.3 mmol) and 4-methoxybenzylamine (54.3 mL, 413 mmol) in dry DMSO (100 mL) was stirred under a nitrogen atmosphere at 75° C. (bath temperature) for 95 h. The solution was then cooled and petroleum ether (500 mL) was added. After 15 min stirring at room temperature the layers were allowed to separate and the petroleum ether layer was decanted. This procedure was repeated a further two times and then water (500 mL) was added to the resultant DMSO layer and the ... Run in CS(=O)C (DMSO), petroleum ether. As a reaction SMILES: [Br:1][C:2]1[CH:3]=[C:4]([NH:9][C:10]2[C:11]3[CH:19]=[C:18](F)[N:17]=[CH:16][C:12]=3[N:13]=[CH:14][N:15]=2)[CH:5]=[CH:6][C:7]=1[F:8].[CH3:21][O:22][C:23]1[CH:30]=[CH:29][C:26]([CH2:27][NH2:28])=[CH:25][CH:24]=1>CS(C)=O>[Br:1][C:2]1[CH:3]=[C:4]([NH:9][C:10]2[C:11]3[CH:19]=[C:18]([NH:28][CH2:27][C:26]4[CH:29]=[CH:30][C:23]([O:22][CH3:21])=[CH:24][CH:25]=4)[N:17]=[CH:16][C:12]=3[N:13]=[CH:14][N:15]=2)[CH:5]=[CH:6][C:7]=1[F:8]. Isolated yield 78.9%. Product: BrC=1C=C(C=CC1F)NC=1C2=C(N=CN1)C=NC(=C2)NCC2=CC=C(C=C2)OC (N4-(3-bromo-4-fluorophenyl)-N6-(4-methoxybenzyl)pyrido[3,4-d]pyrimidine-4,6-diamine). Reaction conditions: temperature 75 celsius, time 95 hour. Starting materials: BrC=1C=C(C=CC1F)NC=1C2=C(N=CN1)C=NC(=C2)F (N-(3-bromo-4-fluorophenyl)-6-fluoropyrido[3,4-d]pyrimidin-4-amine), COC1=CC=C(CN)C=C1 (4-methoxybenzylamine). Isolated yield 89.6%. Reported procedure: A suspension of 2-carboxy-4-methoxy-3-(2-phenylethyl)benzo[b]thiophene (1 g) and a catalytic amount of copper powder in quinoline (15 mL) was stirred at 200° C. for 2 hours. The reaction mixture was cooled to room temperature and poured into 1 mol/L hydrochloric acid, and the resulting mixture was extracted with ethyl acetate. The extract was washed with 1 mol/L hydrochloric acid and water, and dried over anhydrous magnesium sulfate. The solvent was removed under reduced pressure, and the residu... Run in N1=CC=CC2=CC=CC=C12 (quinoline). Product: COC1=CC=CC=2SC=C(C21)CCC2=CC=CC=C2 (4-Methoxy-3-(2-phenylethyl)benzo[b]thiophene). RXN SMILES: C([C:4]1[S:8][C:7]2[CH:9]=[CH:10][CH:11]=[C:12]([O:13][CH3:14])[C:6]=2[C:5]=1[CH2:15][CH2:16][C:17]1[CH:22]=[CH:21][CH:20]=[CH:19][CH:18]=1)(O)=O.Cl>N1C2C(=CC=CC=2)C=CC=1.[Cu]>[CH3:14][O:13][C:12]1[C:6]2[C:5]([CH2:15][CH2:16][C:17]3[CH:22]=[CH:21][CH:20]=[CH:19][CH:18]=3)=[CH:4][S:8][C:7]=2[CH:9]=[CH:10][CH:11]=1. Starting materials: C(=O)(O)C1=C(C2=C(S1)C=CC=C2OC)CCC2=CC=CC=C2 (2-carboxy-4-methoxy-3-(2-phenylethyl)benzo[b]thiophene), Cl (hydrochloric acid). Reagents/catalysts: [Cu] (copper). Reactants: O=C(O)c1cccnc1O, O=P(Cl)(Cl)Cl. Yields the product O=C(O)c1cccnc1Cl. As a reaction SMILES: [OH:1][c:2]1[c:3]([C:4](=[O:5])[OH:6])[cH:7][cH:8][cH:9][n:10]1.[P:11]([Cl:12])([Cl:13])([Cl:14])=[O:15]>>[c:2]1([Cl:13])[c:3]([C:4](=[O:5])[OH:6])[cH:7][cH:8][cH:9][n:10]1. Starting materials: O1CCOCC1.Cl (HCl dioxane), solution, O[Li].O (LiOH—H2O), O1CC(CC2=CC=CC=C12)NC(=O)C1=CC=C(OC2=C(C=C3C(CCOC3=C2)C(=O)OC)C#N)C=C1 (Methyl 7-(4-(chroman-3-ylcarbamoyl)phenoxy)-6-cyano-3,4-dihydro-2H-chromene-4-carboxylate). The solvent is C1CCOC1 (THF). Run at time 17 hour. Yields the product O1CC(CC2=CC=CC=C12)NC(=O)C1=CC=C(OC2=C(C=C3C(CCOC3=C2)C(=O)O)C#N)C=C1 (7-(4-(chroman-3-ylcarbamoyl)phenoxy)-6-cyanochroman-4-carboxylic acid). The yield is 79.1%. Reaction SMILES: [O:1]1[C:10]2[C:5](=[CH:6][CH:7]=[CH:8][CH:9]=2)[CH2:4][CH:3]([NH:11][C:12]([C:14]2[CH:36]=[CH:35][C:17]([O:18][C:19]3[CH:28]=[C:27]4[C:22]([CH:23]([C:29]([O:31]C)=[O:30])[CH2:24][CH2:25][O:26]4)=[CH:21][C:20]=3[C:33]#[N:34])=[CH:16][CH:15]=2)=[O:13])[CH2:2]1.O[Li].O.O1CCOCC1.Cl>C1COCC1>[O:1]1[C:10]2[C:5](=[CH:6][CH:7]=[CH:8][CH:9]=2)[CH2:4][CH:3]([NH:11][C:12]([C:14]2[CH:15]=[CH:16][C:17]([O:18][C:19]3[CH:28]=[C:27]4[C:22]([CH:23]([C:29]([OH:31])=[O:30])[CH2:24][CH2:25][O:26]4)=[CH:21][C:20]=3[C:33]#[N:34])=[CH:35][CH:36]=2)=[O:13])[CH2:2]1 |f:1.2,3.4|. Procedure details: Methyl 7-(4-(chroman-3-ylcarbamoyl)phenoxy)-6-cyano-3,4-dihydro-2H-chromene-4-carboxylate (27.6 mg, 0.0570 mmol) was dissolved in THF (3 ml) and 1M solution of LiOH—H2O (114 μL, 0.114 mmol) was added. The mixture was stirred for 17 hours at ambient temperature. The mixture was quenched with 4M HCl dioxane (42.7 μL, 0.171 mmol). The crude mixture was purified on silica gel (MeOH in dichloromethane with 1% acetic acid gradient) to provide 21.2 mg of the title compound as white a solid (79%). MS (a...